From a dataset of the Open Reaction Database (ORD), a public repository of structured organic reaction records. describe an organic reaction: reactants, conditions, products, and yield Reactants: CCNCC1OCCO1, O=C(Cl)CCl, [Na+], [Na+], O=C([O-])[O-], O, c1ccccc1. Yields the product CCN(CC1OCCO1)C(=O)CCl. RXN SMILES: [CH2:1]([CH3:2])[NH:3][CH2:4][CH:5]1[O:6][CH2:7][CH2:8][O:9]1.[Cl:22][CH2:23][C:24](=[O:25])[Cl:26].[Na+:16].[Na+:17].[O-:18][C:19](=[O:20])[O-:21].[OH2:27].[cH:10]1[cH:11][cH:12][cH:13][cH:14][cH:15]1>>[CH2:1]([CH3:2])[N:3]([CH2:4][CH:5]1[O:6][CH2:7][CH2:8][O:9]1)[C:24]([CH2:23][Cl:22])=[O:25]. Reactants: CC(C)(C)NNC(=O)c1ccccn1, Cc1ccccc1, O=C(Cl)c1ccc(Cl)c(Cl)c1, [Na+], [OH-]. Yields the product CC(C)(C)N(NC(=O)c1ccccn1)C(=O)c1ccc(Cl)c(Cl)c1. RXN SMILES: [C:1]([CH3:2])([CH3:3])([CH3:4])[NH:5][NH:6][C:7](=[O:8])[c:9]1[n:10][cH:11][cH:12][cH:13][cH:14]1.[CH3:28][c:29]1[cH:30][cH:31][cH:32][cH:33][cH:34]1.[Cl:17][c:18]1[cH:19][c:20]([C:21](=[O:22])[Cl:23])[cH:24][cH:25][c:26]1[Cl:27].[Na+:16].[OH-:15]>>[C:1]([CH3:2])([CH3:3])([CH3:4])[N:5]([NH:6][C:7](=[O:8])[c:9]1[n:10][cH:11][cH:12][cH:13][cH:14]1)[C:21]([c:20]1[cH:19][c:18]([Cl:17])[c:26]([Cl:27])[cH:25][cH:24]1)=[O:22]. Reactants: COc1ccccc1, O=S(=O)([O-])C(F)(F)F, O=S(=O)([O-])C(F)(F)F, O=S(=O)([O-])C(F)(F)F, O=C(Cl)c1ccccc1C(F)(F)F, C[N+](=O)[O-], [Yb+3]. Product: COc1ccc(C(=O)c2ccccc2C(F)(F)F)cc1. As a reaction SMILES: [CH3:1][O:2][c:3]1[cH:4][cH:5][cH:6][cH:7][cH:8]1.[F:22][C:23]([F:24])([F:25])[S:26]([O-:27])(=[O:28])=[O:29].[F:31][C:32]([F:33])([F:34])[S:35]([O-:36])(=[O:37])=[O:38].[F:39][C:40]([F:41])([F:42])[S:43]([O-:44])(=[O:45])=[O:46].[F:9][C:10]([c:11]1[c:12]([C:13](=[O:14])[Cl:15])[cH:16][cH:17][cH:18][cH:19]1)([F:20])[F:21].[N+:47]([CH3:48])([O-:49])=[O:50].[Yb+3:30]>>[CH3:1][O:2][c:3]1[cH:4][cH:5][c:6]([C:13]([c:12]2[c:11]([C:10]([F:9])([F:20])[F:21])[cH:19][cH:18][cH:17][cH:16]2)=[O:14])[cH:7][cH:8]1. Starting materials: [Al+3], [Cl-], [Cl-], [Cl-], O=[N+]([O-])c1ccccc1, O=C1CCC(=O)O1, c1ccc(-c2ccccc2)cc1. Product: O=C(O)CCC(=O)c1ccc(-c2ccccc2)cc1. Reaction SMILES: [Al+3:2].[Cl-:1].[Cl-:3].[Cl-:4].[O-:5][N+:6]([c:7]1[cH:8][cH:9][cH:10][cH:11][cH:12]1)=[O:13].[O:14]=[C:15]1[CH2:16][CH2:17][C:18](=[O:19])[O:20]1.[cH:21]1[cH:22][cH:23][c:24](-[c:27]2[cH:28][cH:29][cH:30][cH:31][cH:32]2)[cH:25][cH:26]1>>[O:14]=[C:15]([CH2:16][CH2:17][C:18](=[O:19])[OH:20])[c:21]1[cH:22][cH:23][c:24](-[c:27]2[cH:28][cH:29][cH:30][cH:31][cH:32]2)[cH:25][cH:26]1.